From a dataset of the Open Reaction Database (ORD), a public repository of structured organic reaction records. describe an organic reaction: reactants, conditions, products, and yield Reactants: C1CC(=O)N(C1=O)Br (NBS), Cl (HCl), TEA, tert-butyl-dimethyl-trifluoro methansulphonate, C1(=CC=CC=C1)NC1=NC=CC(=N1)C(C)=O (1-(2-Phenylaminopyrimidin-4-yl)-ethanone), material. Run in O1CCCC1 (THF), ClCCl (dichloromethane), ClCCl (dichloromethane), O1CCCC1 (tetrahydrofuran). Run at temperature 0 celsius, time 8 hour. Yields the product C1(=CC=CC=C1)NC1=NC=CC(=N1)C(CCl)=O (1-(2-phenylaminopyrimidin-4-yl)-2-chloroethanone). Reaction SMILES: [C:1]1([NH:7][C:8]2[N:13]=[C:12]([C:14](=[O:16])[CH3:15])[CH:11]=[CH:10][N:9]=2)[CH:6]=[CH:5][CH:4]=[CH:3][CH:2]=1.C1C(=O)N(Br)C(=O)C1.[ClH:25]>ClCCl.O1CCCC1>[C:1]1([NH:7][C:8]2[N:13]=[C:12]([C:14](=[O:16])[CH2:15][Cl:25])[CH:11]=[CH:10][N:9]=2)[CH:2]=[CH:3][CH:4]=[CH:5][CH:6]=1. Procedure: This ketone (1.3 g, 6.1 mmol) was dissolved in dichloromethane (40 mL), then TEA (5.1 mL, 36.6 mmol) and tert-butyl-dimethyl-trifluoro methansulphonate (4.2 mL, 18.3 mmol) were added. The orange solution was stirred overnight, then diluted with more dichloromethane (150 mL), washed twice with a 5% sodium hydrogencarbonate solution (50 mL), with water, with brine, then dried over sodium sulphate and concentrated to give the bis-silylated derivative (2.67 g). To half of the material (1.32 g, 2.94 ...